Dataset: the Open Reaction Database (ORD), a public repository of structured organic reaction records. Task: describe an organic reaction: reactants, conditions, products, and yield The reactants are C(C1=CC=CC=C1)NC1=C2N=CN(C2=NC(=N1)F)C(C)C (benzyl-(2-fluoro-9-isopropyl-9H-purin-6-yl)-amine), CCN(C(C)C)C(C)C (DIEA), N[C@H](C(C(C)(C)C)O)CC ((3RS,4S)-4-amino-2,2-dimethyl-hexan-3-ol). Run in CCCCO.CS(=O)C (n-BuOH DMSO). Run at time 72 hour. The product is C(C1=CC=CC=C1)NC1=C2N=CN(C2=NC(=N1)N[C@H](C(C(C)(C)C)O)CC)C(C)C ((3RS,4S)-4-(6-Benzylamino-9-isopropyl-9H-purin-2-ylamino)-2,2-dimethyl-hexan-3-ol). Reaction SMILES: [CH2:1]([NH:8][C:9]1[N:17]=[C:16](F)[N:15]=[C:14]2[C:10]=1[N:11]=[CH:12][N:13]2[CH:19]([CH3:21])[CH3:20])[C:2]1[CH:7]=[CH:6][CH:5]=[CH:4][CH:3]=1.CCN(C(C)C)C(C)C.[NH2:31][C@@H:32]([CH2:39][CH3:40])[CH:33]([OH:38])[C:34]([CH3:37])([CH3:36])[CH3:35]>CCCCO.CS(C)=O>[CH2:1]([NH:8][C:9]1[N:17]=[C:16]([NH:31][C@@H:32]([CH2:39][CH3:40])[CH:33]([OH:38])[C:34]([CH3:37])([CH3:36])[CH3:35])[N:15]=[C:14]2[C:10]=1[N:11]=[CH:12][N:13]2[CH:19]([CH3:21])[CH3:20])[C:2]1[CH:7]=[CH:6][CH:5]=[CH:4][CH:3]=1 |f:3.4|. Procedure: To a stirred solution of benzyl-(2-fluoro-9-isopropyl-9H-purin-6-yl)-amine (40 mg, 1 eq, 0,14 mmol) in n-BuOH/DMSO (5 mL, 4:1) at room temperature under an argon atmosphere was added DIEA (0.12 mL, 4.9 eq, 0.69 mmol) followed by (3RS,4S)-4-amino-2,2-dimethyl-hexan-3-ol (57 mg, 2.8 eq, 0.39 mmol). The reaction mixture was placed in a preheated oil bath at 140° C. and stirred at this temperature for 72 h. The reaction mixture was allowed to cool to room temperature and the solvent was evaporated i... Product: COC(C=1C(O)=C(C=CC1)F)=O (methyl-3-fluorosalicylate). Run in CO (methanol). As a reaction SMILES: [F:1][C:2]1[CH:10]=[CH:9][CH:8]=[C:4]([C:5]([OH:7])=[O:6])[C:3]=1[OH:11].B(F)(F)F.CO.[C:18](=O)(O)[O-].[Na+]>CO>[CH3:18][O:6][C:5](=[O:7])[C:4]1[C:3](=[C:2]([F:1])[CH:10]=[CH:9][CH:8]=1)[OH:11] |f:1.2,3.4|. Procedure details: A 15.6 g (0.10 mole) portion of 3-fluorosalicylic acid was dissolved in a 100 ml portion of absolute methanol. A 22 ml portion of borontrifluoride-methanol reagent (2 equivalents, 51% BF3) was added and the reaction allowed to reflux for about six hours. The reaction mixture was cooled and added carefully to a saturated solution of sodium bicarbonate. The resulting mixture was then extracted with ether, the ether layer dried over magnesium sulfate and evaporated in vacuo. The oil obtained was cr... The reactants are B(F)(F)F.CO (borontrifluoride methanol), FC1=C(C(C(=O)O)=CC=C1)O (3-fluorosalicylic acid), C([O-])(O)=O.[Na+] (sodium bicarbonate). Reaction SMILES: [CH:15]([N:16]([CH2:17][CH3:18])[CH:19]([CH3:20])[CH3:21])([CH3:22])[CH3:23].[Cl:1][c:2]1[c:3]([C:12](=[O:13])[OH:14])[c:4]([C:8]([F:9])([F:10])[F:11])[n:5][n:6]1[CH3:7].[Cl:37][CH2:38][Cl:39].[ClH:24].[NH2:25][CH:26]1[CH:27]2[CH2:28][CH:29]3[CH2:30][CH:31]([CH2:32][CH:33]1[CH2:34]3)[CH2:35]2.[O:40]=[CH:41][N:42]([CH3:43])[CH3:44].[OH2:36]>>[Cl:1][c:2]1[c:3]([C:12](=[O:14])[NH:25][CH:26]2[CH:27]3[CH2:28][CH:29]4[CH2:30][CH:31]([CH2:32][CH:33]2[CH2:34]4)[CH2:35]3)[c:4]([C:8]([F:9])([F:10])[F:11])[n:5][n:6]1[CH3:7]. Reactants: CCN(C(C)C)C(C)C, Cn1nc(C(F)(F)F)c(C(=O)O)c1Cl, ClCCl, Cl, NC1C2CC3CC(C2)CC1C3, CN(C)C=O, O. Yields the product Cn1nc(C(F)(F)F)c(C(=O)NC2C3CC4CC(C3)CC2C4)c1Cl. The reactants are NC=1C=C(C=CC1C)NC(C1=CC(=CC=C1)C(F)(F)F)=O (N-(3-Amino-4-methyl-phenyl)-3-trifluoromethyl-benzamide), C(=O)(Cl)Cl (phosgene), C1(=CC=CC=C1)C (toluene), CNC1=NC=NC(=C1)NC1=CC=C(C=C1)N1CCN(CC1)C (N-Methyl-N′-[4-(4-methyl-piperazin-1-yl)-phenyl]-pyrimidine-4,6-diamine). The solvent is O1CCOCC1 (dioxane), CCOCC (ether). Conditions: time 22 hour. Product: CC1=C(C=C(C=C1)NC(C1=CC(=CC=C1)C(F)(F)F)=O)NC(=O)N(C1=NC=NC(=C1)NC1=CC=C(C=C1)N1CCN(CC1)C)C (N-[4-Methyl-3-(3-methyl-3-{6-[4-(4-methyl-piperazin-1-yl)-phenyl-amino]-pyrimidin-4-yl}-ureido)-phenyl]-3-trifluoromethyl-benzamide). Reaction SMILES: [NH2:1][C:2]1[CH:3]=[C:4]([NH:9][C:10](=[O:21])[C:11]2[CH:16]=[CH:15][CH:14]=[C:13]([C:17]([F:20])([F:19])[F:18])[CH:12]=2)[CH:5]=[CH:6][C:7]=1[CH3:8].[C:22](Cl)(Cl)=[O:23].C1(C)C=CC=CC=1.[CH3:33][NH:34][C:35]1[CH:40]=[C:39]([NH:41][C:42]2[CH:47]=[CH:46][C:45]([N:48]3[CH2:53][CH2:52][N:51]([CH3:54])[CH2:50][CH2:49]3)=[CH:44][CH:43]=2)[N:38]=[CH:37][N:36]=1>O1CCOCC1.CCOCC>[CH3:8][C:7]1[CH:6]=[CH:5][C:4]([NH:9][C:10](=[O:21])[C:11]2[CH:16]=[CH:15][CH:14]=[C:13]([C:17]([F:18])([F:19])[F:20])[CH:12]=2)=[CH:3][C:2]=1[NH:1][C:22]([N:34]([CH3:33])[C:35]1[CH:40]=[C:39]([NH:41][C:42]2[CH:47]=[CH:46][C:45]([N:48]3[CH2:53][CH2:52][N:51]([CH3:54])[CH2:50][CH2:49]3)=[CH:44][CH:43]=2)[N:38]=[CH:37][N:36]=1)=[O:23]. Procedure: To a solution of N-(3-Amino-4-methyl-phenyl)-3-trifluoromethyl-benzamide (preparation 3, 62 mg, 0.21 mmol, 1.25 eq.) in dioxane is added 20% phosgene solution in toluene (110 μl, 0.21 mmol, 1.25 eq.) under argon. The reaction mixture is stirred for further 22 h at room temperature under argon. Then, the solvent is evaporated and the residue is taken up in dry toluene (2 ml). After the addition of N-Methyl-N′-[4-(4-methyl-piperazin-1-yl)-phenyl]-pyrimidine-4,6-diamine (50 mg, 0.168 mmol, 1.0 eq.)...